From a dataset of the Open Reaction Database (ORD), a public repository of structured organic reaction records. describe an organic reaction: reactants, conditions, products, and yield Product: CCOC(=O)NC(=O)C(C#N)=NNc1cc(Cl)c(Oc2cc(C(C)C)c(=O)n(C)n2)c(Cl)c1. Reaction SMILES: [C:26](#[N:27])[CH2:28][C:29](=[O:30])[NH:31][C:32](=[O:33])[O:34][CH2:35][CH3:36].[CH3:38][C:39](=[O:40])[O-:41].[CH3:42][C:43](=[O:44])[OH:45].[ClH:46].[N:22]([O-:23])=[O:24].[NH2:1][c:2]1[cH:3][c:4]([Cl:21])[c:5]([O:6][c:7]2[cH:8][c:9]([CH:15]([CH3:16])[CH3:17])[c:10](=[O:14])[n:11]([CH3:13])[n:12]2)[c:18]([Cl:20])[cH:19]1.[Na+:25].[Na+:37].[OH2:47]>>[NH:1]([c:2]1[cH:3][c:4]([Cl:21])[c:5]([O:6][c:7]2[cH:8][c:9]([CH:15]([CH3:16])[CH3:17])[c:10](=[O:14])[n:11]([CH3:13])[n:12]2)[c:18]([Cl:20])[cH:19]1)[N:22]=[C:28]([C:26]#[N:27])[C:29](=[O:30])[NH:31][C:32](=[O:33])[O:34][CH2:35][CH3:36]. Reactants: CCOC(=O)NC(=O)CC#N, CC(=O)[O-], CC(=O)O, Cl, O=N[O-], CC(C)c1cc(Oc2c(Cl)cc(N)cc2Cl)nn(C)c1=O, [Na+], [Na+], O. The reactants are N#N (N2), C(C)(C)(C)[Si](OC(C)C=1OC(=CN1)CN1N=C(C=C1)[N+](=O)[O-])(C)C (2-[1-(tert-butyl-dimethyl-silanyloxy)-ethyl]-5-(3-nitro-pyrazol-1-ylmethyl)-oxazole), [NH4+].[Cl-] (NH4Cl). The reagents and catalysts are [Fe] (iron). The solvent is CCO (EtOH), O (water). Run at temperature 85 celsius, time 15 minute. The product is C(C)(C)(C)[Si](OC(C)C=1OC(=CN1)CN1N=C(C=C1)N)(C)C (1-{2-[1-(tert-Butyl-dimethyl-silanyloxy)-ethyl]-oxazol-5-ylmethyl}-1H-pyrazol-3-ylamine). Reaction SMILES: N#N.[C:3]([Si:7]([CH3:26])([CH3:25])[O:8][CH:9]([C:11]1[O:12][C:13]([CH2:16][N:17]2[CH:21]=[CH:20][C:19]([N+:22]([O-])=O)=[N:18]2)=[CH:14][N:15]=1)[CH3:10])([CH3:6])([CH3:5])[CH3:4].[NH4+].[Cl-]>CCO.O.[Fe]>[C:3]([Si:7]([CH3:26])([CH3:25])[O:8][CH:9]([C:11]1[O:12][C:13]([CH2:16][N:17]2[CH:21]=[CH:20][C:19]([NH2:22])=[N:18]2)=[CH:14][N:15]=1)[CH3:10])([CH3:6])([CH3:5])[CH3:4] |f:2.3|. Procedure details: In a flame dried round-bottomed flask equipped with a magnetic stir bar and under inert atmosphere (N2), a solution of 2-[1-(tert-butyl-dimethyl-silanyloxy)-ethyl]-5-(3-nitro-pyrazol-1-ylmethyl)-oxazole (219 mg, 0.62 mmol), iron powder (105 mg, 1.86 mmol) and NH4Cl (168 mg, 3.11 mmol) in a mixture of EtOH (2.0 mL) and water (1.0 mL) was stirred at 85° C. for 15 min. The reaction mixture was filtered while hot and concentrated under reduced pressure. CH2Cl2 (10 mL) was added followed by water (10... Reactants: S(=O)(=O)(O)O.C(N)(=N)N1CCN(CC1)CC1=CC=CC=C1 (1-amidino-4-benzylpiperazine sulfate), resultant mixture, C(C)OC=C(C(=O)OCC)C(=O)C(=O)O (ethyl ethoxymethyleneoxaloacetate), [Na] (sodium), C(C)O (ethanol). Run at time 1 hour. Product: C(C1=CC=CC=C1)N1CCN(CC1)C1=NC=C(C(=N1)C(=O)OCC)C(=O)OCC (Diethyl 2-(4-benzylpiperazino)-4,5-pyrimidinedicarboxylate). Isolated yield 96.0%. As a reaction SMILES: [Na].S(O)(O)(=O)=O.[C:7]([N:10]1[CH2:15][CH2:14][N:13]([CH2:16][C:17]2[CH:22]=[CH:21][CH:20]=[CH:19][CH:18]=2)[CH2:12][CH2:11]1)(=[NH:9])[NH2:8].C(O[CH:26]=[C:27]([C:33]([C:35]([OH:37])=[O:36])=O)[C:28]([O:30][CH2:31][CH3:32])=[O:29])C.[CH2:38](O)[CH3:39]>>[CH2:16]([N:13]1[CH2:14][CH2:15][N:10]([C:7]2[N:8]=[C:33]([C:35]([O:37][CH2:38][CH3:39])=[O:36])[C:27]([C:28]([O:30][CH2:31][CH3:32])=[O:29])=[CH:26][N:9]=2)[CH2:11][CH2:12]1)[C:17]1[CH:22]=[CH:21][CH:20]=[CH:19][CH:18]=1 |f:1.2,^1:0|. Procedure details: To absolute ethanol with 0.91 g of sodium dissolved therein, 11.5 g of 1-amidino-4-benzylpiperazine sulfate was added. The resultant mixture was stirred at room temperature for 30 minutes, to which 8.8 g of ethyl ethoxymethyleneoxaloacetate [synthesized by the process described in J. Am. Chem. Soc., 73, 3684 (1951)] was added. After allowing them to react at room temperature for 2 days, the reaction was caused to proceed further for 1 hour while heating the reaction mixture under reflux. After c... The reactants are ClC1=CC2=C(OC3=C(CN2C(=O)NC(CNC(OCC2=CC=CC=C2)=O)(C)C)C=CC=C3)C=C1 (phenylmethyl N-[2-[[(8-chlorodibenz[b,f][1,4]oxazepine-10(11H)-yl]carbonyl]amino]-2-methylpropyl]carbamate). The reagents and catalysts are [Pd] (Pd on carbon). Run in CCO (EtOH), C1CCOC1 (THF). The product is NCC(C)(C)NC(=O)N1C2=C(OC3=C(C1)C=CC=C3)C=CC(=C2)Cl (N-(2-amino-1,1-dimethylethyl)-8-chlorodibenz[b, f][1,4]oxazepin-10(11H)-carboxamide). The yield is 32.4%. RXN SMILES: [Cl:1][C:2]1[CH:34]=[CH:33][C:5]2[O:6][C:7]3[CH:32]=[CH:31][CH:30]=[CH:29][C:8]=3[CH2:9][N:10]([C:11]([NH:13][C:14]([CH3:28])([CH3:27])[CH2:15][NH:16]C(=O)OCC3C=CC=CC=3)=[O:12])[C:4]=2[CH:3]=1>CCO.C1COCC1.[Pd]>[NH2:16][CH2:15][C:14]([NH:13][C:11]([N:10]1[CH2:9][C:8]2[CH:29]=[CH:30][CH:31]=[CH:32][C:7]=2[O:6][C:5]2[CH:33]=[CH:34][C:2]([Cl:1])=[CH:3][C:4]1=2)=[O:12])([CH3:28])[CH3:27]. Procedure: The title product of Example 18 (6.5 g, 13.4 mmol) dissolved in a mixture of EtOH and THF was hydrogenated in a standard Parr apparatus using 3% Pd on carbon as catalyst. The reaction was run under a H2 pressure of 5 psi for 5.5 hours at 40° C. to produce the crude product. This material was purified by HPLC on silica gel to yield 1.5 g of the title material. As a reaction SMILES: [CH3:40][CH2:41][OH:42].[ClH:34].[F:1][c:2]1[c:3]([C:21]2=[N:25][CH2:24][CH:23]([CH2:26][C:27](=[O:28])[O:29][CH2:30][CH3:31])[S:22]2)[nH:4][c:5]2[c:6]([N:11]([S:12](=[O:13])(=[O:14])[c:15]3[s:16][cH:17][cH:18][cH:19]3)[CH3:20])[cH:7][cH:8][cH:9][c:10]12.[Na+:33].[O:35]1[CH2:36][CH2:37][CH2:38][CH2:39]1.[OH-:32]>>[F:1][c:2]1[c:3]([C:21]2=[N:25][CH2:24][CH:23]([CH2:26][C:27](=[O:28])[OH:29])[S:22]2)[nH:4][c:5]2[c:6]([N:11]([S:12](=[O:13])(=[O:14])[c:15]3[s:16][cH:17][cH:18][cH:19]3)[CH3:20])[cH:7][cH:8][cH:9][c:10]12. Reactants: CCO, Cl, CCOC(=O)CC1CN=C(c2[nH]c3c(N(C)S(=O)(=O)c4cccs4)cccc3c2F)S1, [Na+], C1CCOC1, [OH-]. The product is CN(c1cccc2c(F)c(C3=NCC(CC(=O)O)S3)[nH]c12)S(=O)(=O)c1cccs1. Reactants: [O-]CC.[Na+] (Sodium ethoxide), Cl.NC(=N)N (guanidine hydrochloride), ClCCl (dichloromethane), C(C)OC(C(=COC)C(C(F)(F)F)=O)=O (3-methoxy-2-(2,2,2-trifluoro-acetyl)-acrylic acid ethyl ester). Solvent: C(C)O (ethanol). Conditions: time 1 hour. The product is C(C)OC(=O)C=1C(=NC(=NC1)N)C(F)(F)F (2-amino-4-trifluoromethyl-pyrimidine-5-carboxylic acid ethyl ester). The yield is 62.0%. Reaction SMILES: [O-]CC.[Na+].Cl.[NH2:6][C:7]([NH2:9])=[NH:8].ClCCl.[CH2:13]([O:15][C:16](=[O:27])[C:17]([C:21](=O)[C:22]([F:25])([F:24])[F:23])=[CH:18]OC)[CH3:14]>C(O)C>[CH2:13]([O:15][C:16]([C:17]1[C:21]([C:22]([F:23])([F:24])[F:25])=[N:8][C:7]([NH2:9])=[N:6][CH:18]=1)=[O:27])[CH3:14] |f:0.1,2.3|. Procedure details: Sodium ethoxide (2 eq, 83.8 mmol, 5.7 g) was added in one portion to a solution of guanidine hydrochloride (4 g, 41.9 mmol) in absolute ethanol (100 ml) and the resulting mixture was stirred at ambient temperature for 1 hour. A dichloromethane solution of 3-methoxy-2-(2,2,2-trifluoro-acetyl)-acrylic acid ethyl ester was then added and the mixture was stirred at ambient temperature for an additional 20 hours. The solvent was then removed by evaporation, water was added to the residue, and the mix... RXN SMILES: [N:1]1([S:7]([C:10]2[CH:11]=[C:12]([C:16]3[N:24]4[C:19]([CH:20]=[N:21][C:22](O)=[N:23]4)=[CH:18][CH:17]=3)[CH:13]=[CH:14][CH:15]=2)(=[O:9])=[O:8])[CH2:6][CH2:5][O:4][CH2:3][CH2:2]1.[NH2:26][C:27]1[CH:32]=[CH:31][C:30]([CH:33]2[N:38]([CH3:39])[CH2:37][CH2:36][N:35]([CH3:40])[C:34]2=[O:41])=[CH:29][CH:28]=1>>[CH3:40][N:35]1[CH2:36][CH2:37][N:38]([CH3:39])[CH:33]([C:30]2[CH:31]=[CH:32][C:27]([NH:26][C:22]3[N:21]=[CH:20][C:19]4=[CH:18][CH:17]=[C:16]([C:12]5[CH:13]=[CH:14][CH:15]=[C:10]([S:7]([N:1]6[CH2:2][CH2:3][O:4][CH2:5][CH2:6]6)(=[O:9])=[O:8])[CH:11]=5)[N:24]4[N:23]=3)=[CH:28][CH:29]=2)[C:34]1=[O:41]. Reactants: N1(CCOCC1)S(=O)(=O)C=1C=C(C=CC1)C1=CC=C2C=NC(=NN21)O (7-[3-(morpholine-4-sulfonyl)-phenyl]-pyrrolo[2,1-f][1,2,4]triazin-2-ol), NC1=CC=C(C=C1)C1C(N(CCN1C)C)=O (3-(4-amino-phenyl)-1,4-dimethyl-piperazin-2-one). Reported procedure: 1,4-Dimethyl-3-(4-{7-[3-(morpholine-4-sulfonyl)-phenyl]-pyrrolo[2,1-f][1,2,4]triazin-2-ylamino}-phenyl)-piperazin-2-one was prepared from 7-[3-(morpholine-4-sulfonyl)-phenyl]-pyrrolo[2,1-f][1,2,4]triazin-2-ol and 3-(4-amino-phenyl)-1,4-dimethyl-piperazin-2-one in an analogous manner to Example 1052a. Product isolated as an orange foam (91 mg, 55%). LCMS (m/e) 562 (M+H); 1H-NMR (CDCl3, 400 MHz) δ 8.75 (s, 1H), 8.57 (d, 1H, J=7.5 Hz), 8.30 (s, 1H), 7.78-7.65 (m, 2H), 7.58 (d, 2H, J=8.3 Hz), 7.38 (... Yield: 55.0%. Yields the product CN1C(C(N(CC1)C)C1=CC=C(C=C1)NC1=NN2C(C=N1)=CC=C2C2=CC(=CC=C2)S(=O)(=O)N2CCOCC2)=O (1,4-Dimethyl-3-(4-{7-[3-(morpholine-4-sulfonyl)-phenyl]-pyrrolo[2,1-f][1,2,4]triazin-2-ylamino}-phenyl)-piperazin-2-one), foam. As a reaction SMILES: [Br:1][c:2]1[cH:3][cH:4][c:5]([S:8](=[O:9])(=[O:10])[N:11]2[CH2:12][CH2:13][N:14]([CH3:17])[CH2:15][CH2:16]2)[cH:6][cH:7]1.[C:43](=[O:44])([O-:45])[O-:46].[CH3:19][C:20](=[O:21])[O-:22].[CH3:23][O:24][c:25]1[cH:26][c:27]([CH2:31][CH2:32][c:33]2[n:34][c:35]3[c:36]([n:37][cH:38][c:39]([I:41])[cH:40]3)[nH:42]2)[n:28][cH:29][cH:30]1.[Cl-:50].[K+:18].[K+:47].[K+:48].[Li+:49].[O:51]1[CH2:52][CH2:53][O:54][CH2:55][CH2:56]1.[OH2:57].[Pd:58].[c:116]1([P:117]([c:118]2[cH:119][cH:120][cH:121][cH:122][cH:123]2)[c:124]2[cH:125][cH:126][cH:127][cH:128][cH:129]2)[cH:130][cH:131][cH:132][cH:133][cH:134]1.[c:59]1([P:60]([c:61]2[cH:62][cH:63][cH:64][cH:65][cH:66]2)[c:67]2[cH:68][cH:69][cH:70][cH:71][cH:72]2)[cH:73][cH:74][cH:75][cH:76][cH:77]1.[c:78]1([P:79]([c:80]2[cH:81][cH:82][cH:83][cH:84][cH:85]2)[c:86]2[cH:87][cH:88][cH:89][cH:90][cH:91]2)[cH:92][cH:93][cH:94][cH:95][cH:96]1.[c:97]1([P:98]([c:99]2[cH:100][cH:101][cH:102][cH:103][cH:104]2)[c:105]2[cH:106][cH:107][cH:108][cH:109][cH:110]2)[cH:111][cH:112][cH:113][cH:114][cH:115]1>>[c:2]1(-[c:39]2[cH:38][n:37][c:36]3[c:35]([n:34][c:33]([CH2:32][CH2:31][c:27]4[cH:26][c:25]([O:24][CH3:23])[cH:30][cH:29][n:28]4)[nH:42]3)[cH:40]2)[cH:3][cH:4][c:5]([S:8](=[O:9])(=[O:10])[N:11]2[CH2:12][CH2:13][N:14]([CH3:17])[CH2:15][CH2:16]2)[cH:6][cH:7]1. Product: COc1ccnc(CCc2nc3cc(-c4ccc(S(=O)(=O)N5CCN(C)CC5)cc4)cnc3[nH]2)c1. The reactants are CN1CCN(S(=O)(=O)c2ccc(Br)cc2)CC1, O=C([O-])[O-], CC(=O)[O-], COc1ccnc(CCc2nc3cc(I)cnc3[nH]2)c1, [Cl-], [K+], [K+], [K+], [Li+], C1COCCO1, O, [Pd], c1ccc(P(c2ccccc2)c2ccccc2)cc1, c1ccc(P(c2ccccc2)c2ccccc2)cc1, c1ccc(P(c2ccccc2)c2ccccc2)cc1, c1ccc(P(c2ccccc2)c2ccccc2)cc1.